This data is from the Open Reaction Database (ORD), a public repository of structured organic reaction records. The task is: describe an organic reaction: reactants, conditions, products, and yield Starting materials: COC(C)(C)C (t-butyl methyl ether), solid, potassium t-butylate, C(#N)C1=CC=C(C=C1)[C@@H]1CC[C@H](CC1)CCC=O (3-[trans-4-(p-cyanophenyl)cyclohexyl]propionaldehyde), COC(C)(C)C (t-butyl methyl ether). The reagents and catalysts are [Br-].C(C)[P+](C1=CC=CC=C1)(C1=CC=CC=C1)C1=CC=CC=C1 (ethyltriphenylphosphonium bromide). Reaction conditions: time 1 hour. Product: C(CC=CC)[C@@H]1CC[C@H](CC1)C1=CC=C(C#N)C=C1 (p-[trans-4-(3-pentenyl)cyclohexyl]benzonitrile). Isolated yield 89.0%. RXN SMILES: [C:1]([C:3]1[CH:8]=[CH:7][C:6]([C@H:9]2[CH2:14][CH2:13][C@H:12]([CH2:15][CH2:16][CH:17]=O)[CH2:11][CH2:10]2)=[CH:5][CH:4]=1)#[N:2].CO[C:21](C)(C)[CH3:22]>[Br-].C([P+](C1C=CC=CC=1)(C1C=CC=CC=1)C1C=CC=CC=1)C>[CH2:15]([C@H:12]1[CH2:13][CH2:14][C@H:9]([C:6]2[CH:7]=[CH:8][C:3]([C:1]#[N:2])=[CH:4][CH:5]=2)[CH2:10][CH2:11]1)[CH2:16][CH:17]=[CH:21][CH3:22] |f:2.3|. Procedure details: A suspension of 14.8 g of ethyltriphenylphosphonium bromide in 150 ml of t-butyl methyl ether was treated with 4.54 g of solid potassium t-butylate at -10° C. within 5 minutes while gassing with argon in a sulphonation flask provided with a mechanical stirrer. The suspension was stirred at room temperature for 1 hour, then treated dropwise at 0° C. within 5 minutes with a solution of 6.4 g of 3-[trans-4-(p-cyanophenyl)cyclohexyl]propionaldehyde in 40 ml of t-butyl methyl ether and stirred at roo... Reaction SMILES: [Na].[CH3:2][SH:3].CS(O[C@H:9]1[CH2:14][CH2:13][C@H:12]2[C@H:15]3[C@H:25]([C:26](=[O:28])[CH2:27][C@:10]12[CH3:11])[C@:23]1([CH3:24])[C:18](=[CH:19][C:20](=[O:29])[CH:21]=[CH:22]1)[CH2:17][CH2:16]3)(=O)=O>C(O)C>[CH3:2][S:3][C@@H:9]1[CH2:14][CH2:13][C@H:12]2[C@H:15]3[C@H:25]([C:26](=[O:28])[CH2:27][C@:10]12[CH3:11])[C@:23]1([CH3:24])[C:18](=[CH:19][C:20](=[O:29])[CH:21]=[CH:22]1)[CH2:17][CH2:16]3 |^1:0|. Reactants: [Na] (sodium), CS (methylmercaptan), CS(=O)(=O)O[C@@H]1[C@]2(C)[C@@H](CC1)[C@@H]1CCC3=CC(C=C[C@]3(C)[C@H]1C(C2)=O)=O (17β-methanesulfonyloxy-1,4-androstadiene-3,11-dione). Yields the product CS[C@H]1[C@]2(C)[C@@H](CC1)[C@@H]1CCC3=CC(C=C[C@]3(C)[C@H]1C(C2)=O)=O (17α-Methylthio-1,4-Androstadiene-3,11-Dione). Conditions: temperature 0 celsius. Solvent: C(C)O (ethanol). Reported procedure: To 6.9 gm. of sodium metal dissolved in 225 ml. of ethanol is added 30 ml. of methylmercaptan followed by 10 gm. of 17β-methanesulfonyloxy-1,4-androstadiene-3,11-dione. Heat at reflux for 18 hours. Cool the solution to 0° C., filter solids and crystallize from chloroform/hexane to obtain the title compound; m.p. 180°-183° C.; [α]D26 +101.6° (DMF).